This data is from the Open Reaction Database (ORD), a public repository of structured organic reaction records. The task is: describe an organic reaction: reactants, conditions, products, and yield Starting materials: C1CO1 (ethylene oxide), C(=O)=O (dry ice), C(C1=CC=CC=C1)NCCCCCCCCCCCCCCCCCC (N-benzyl-octadecyl amine). The solvent is CO (methanol). Reaction conditions: time 3 hour. Yields the product C(C1=CC=CC=C1)N(CCO)CCCCCCCCCCCCCCCCCC (N-benzyl-N-octadecyl-2-aminoethanol). As a reaction SMILES: [CH2:1]1[O:3][CH2:2]1.C(=O)=O.[CH2:7]([NH:14][CH2:15][CH2:16][CH2:17][CH2:18][CH2:19][CH2:20][CH2:21][CH2:22][CH2:23][CH2:24][CH2:25][CH2:26][CH2:27][CH2:28][CH2:29][CH2:30][CH2:31][CH3:32])[C:8]1[CH:13]=[CH:12][CH:11]=[CH:10][CH:9]=1>CO>[CH2:7]([N:14]([CH2:15][CH2:16][CH2:17][CH2:18][CH2:19][CH2:20][CH2:21][CH2:22][CH2:23][CH2:24][CH2:25][CH2:26][CH2:27][CH2:28][CH2:29][CH2:30][CH2:31][CH3:32])[CH2:2][CH2:1][OH:3])[C:8]1[CH:13]=[CH:12][CH:11]=[CH:10][CH:9]=1. Procedure details: 40 ml of ethylene oxide cooled with dry ice are added dropwise into a mixture of 65.9 g of N-benzyl-octadecyl amine and 200 ml of methanol at room temperature within 2 hours; the mixture is stirred for further 3 hours, the solvent removed and the residue purified by column chromatography (silica gel//chloroform). Reactants: Cl.NCC(=O)N1[C@@H](C[C@H](C1)NC(C1=CC=CC=C1)=O)C(=O)O ((2S,4R)-1-(2-aminoacetyl)-4-benzamidopyrrolidine-2-carboxylic acid hydrochloride). Run in C(C)(C)O.O (isopropanol water). Yields the product O.Cl.NCC(=O)N1[C@@H](C[C@H](C1)NC(C1=CC=CC=C1)=O)C(=O)O ((2S,4R)-1-(2-aminoacetyl)-4-benzamidopyrrolidine-2-carboxylic acid hydrochloride monohydrate). RXN SMILES: [ClH:1].[NH2:2][CH2:3][C:4]([N:6]1[CH2:10][C@H:9]([NH:11][C:12](=[O:19])[C:13]2[CH:18]=[CH:17][CH:16]=[CH:15][CH:14]=2)[CH2:8][C@H:7]1[C:20]([OH:22])=[O:21])=[O:5]>C(O)(C)C.O>[OH2:5].[ClH:1].[NH2:2][CH2:3][C:4]([N:6]1[CH2:10][C@H:9]([NH:11][C:12](=[O:19])[C:13]2[CH:14]=[CH:15][CH:16]=[CH:17][CH:18]=2)[CH2:8][C@H:7]1[C:20]([OH:22])=[O:21])=[O:5] |f:0.1,2.3,4.5.6|. Procedure: 32 mg of amorphous (2S,4R)-1-(2-aminoacetyl)-4-benzamidopyrrolidine-2-carboxylic acid hydrochloride was dissolved in three volumes of an isopropanol/water (19.5:0.5 ratio by volume) mixed solvent at room temperature. The container was left open, and the crystals that had formed were collected. The crystalline solid was dried at 40-50° C. under vacuum to give crystalline (2S,4R)-1-(2-aminoacetyl)-4-benzamidopyrrolidine-2-carboxylic acid hydrochloride monohydrate. Starting materials: COC=1C(=CC2=C(N(C(N2)=O)C2CCN(CC2)C(=O)OC(C)(C)C)C1)Cl (1,1-Dimethylethyl 4-(6-methoxy-5-chloro-2-oxo-2,3-dihydro-1H-benzimidazol-1-yl)-1-piperidinecarboxylate), Cl (HCl). Solvent: C(C)O (ethanol). Reaction conditions: time 4 hour. Yields the product Cl.COC=1C(=CC2=C(N(C(N2)=O)C2CCNCC2)C1)Cl (6-Methoxy-5-chloro-1-(4-piperidinyl)-1,3-dihydro-2H-benzimidazol-2-one hydrochloride). RXN SMILES: [CH3:1][O:2][C:3]1[C:4]([Cl:26])=[CH:5][C:6]2[NH:10][C:9](=[O:11])[N:8]([CH:12]3[CH2:17][CH2:16][N:15](C(OC(C)(C)C)=O)[CH2:14][CH2:13]3)[C:7]=2[CH:25]=1.Cl>C(O)C>[ClH:26].[CH3:1][O:2][C:3]1[C:4]([Cl:26])=[CH:5][C:6]2[NH:10][C:9](=[O:11])[N:8]([CH:12]3[CH2:13][CH2:14][NH:15][CH2:16][CH2:17]3)[C:7]=2[CH:25]=1 |f:3.4|. Procedure details: 1,1-Dimethylethyl 4-(6-methoxy-5-chloro-2-oxo-2,3-dihydro-1H-benzimidazol-1-yl)-1-piperidinecarboxylate (D49) (35 mg) was dissolved in ethanol (1 ml) and HCl (4M in 1,4-dioxane, 1 ml) was added at room temperature. The mixture was stirred at room temperature for 4 h then evaporated to give the title compound, 30 mg. Reactants: ClC=1C=C(C=CC1Cl)/C=C/C1=NC(=CC(=N1)O)C ((E)-2-[2-(3,4-dichloro-phenyl)-vinyl]-6-methyl-pyrimidin-4-ol), O=P(Cl)(Cl)Cl (POCl3). Product: ClC1=NC(=NC(=C1)C)\C=C\C1=CC(=C(C=C1)Cl)Cl ((E)-4-chloro-2-[2-(3,4-dichloro-phenyl)-vinyl]-6-methyl-pyrimidine). Yield: 57.6%. Reaction SMILES: [Cl:1][C:2]1[CH:3]=[C:4](/[CH:9]=[CH:10]/[C:11]2[N:16]=[C:15](O)[CH:14]=[C:13]([CH3:18])[N:12]=2)[CH:5]=[CH:6][C:7]=1[Cl:8].O=P(Cl)(Cl)[Cl:21]>>[Cl:21][C:15]1[CH:14]=[C:13]([CH3:18])[N:12]=[C:11](/[CH:10]=[CH:9]/[C:4]2[CH:5]=[CH:6][C:7]([Cl:8])=[C:2]([Cl:1])[CH:3]=2)[N:16]=1. Reported procedure: In analogy to example 12c), by heating (E)-2-[2-(3,4-dichloro-phenyl)-vinyl]-6-methyl-pyrimidin-4-ol (0.56 g, 2 mmol) in POCl3 (3.66 ml, 40 mmol) at 130° C. for 4.5 h there was obtained (E)-4-chloro-2-[2-(3,4-dichloro-phenyl)-vinyl]-6-methyl-pyrimidine (0.345 g, 58%) as a pink solid. EI mass spectrum, m/e: 298 (M calculated for C13H9Cl3N2: 298). Reactants: C=CCOc1cccc2c1OC(OCC)O2, CO, [Na+], O=C([O-])O, O, Cc1ccc(S(=O)(=O)O)cc1. The product is C=CCOc1cccc(O)c1O. As a reaction SMILES: [CH2:1]([CH:2]=[CH2:3])[O:4][c:5]1[cH:6][cH:7][cH:8][c:9]2[c:13]1[O:12][CH:11]([O:14][CH2:15][CH3:16])[O:10]2.[CH3:34][OH:35].[Na+:33].[O-:29][C:30]([OH:31])=[O:32].[OH2:17].[c:18]1([CH3:19])[cH:20][cH:21][c:22]([S:23]([OH:24])(=[O:25])=[O:26])[cH:27][cH:28]1>>[CH2:1]([CH:2]=[CH2:3])[O:4][c:5]1[cH:6][cH:7][cH:8][c:9]([OH:10])[c:13]1[OH:12]. Reactants: CC([O-])=S, Cc1ccccc1, CN(C)C=O, O=C(O)C(Cl)Cc1ccccc1, Cl, [K+], [Na+], [Na+], O=S([O-])([O-])=S. The product is CC(=O)SC(Cc1ccccc1)C(=O)O. As a reaction SMILES: [C:13]([CH3:14])(=[S:15])[O-:16].[CH3:26][c:27]1[cH:28][cH:29][cH:30][cH:31][cH:32]1.[CH3:33][N:34]([CH3:35])[CH:36]=[O:37].[Cl:1][CH:2]([C:3](=[O:4])[OH:5])[CH2:6][c:7]1[cH:8][cH:9][cH:10][cH:11][cH:12]1.[ClH:25].[K+:17].[Na+:23].[Na+:24].[S:18]([O-:19])([O-:20])(=[O:21])=[S:22]>>[CH:2]([C:3](=[O:4])[OH:5])([CH2:6][c:7]1[cH:8][cH:9][cH:10][cH:11][cH:12]1)[S:15][C:13]([CH3:14])=[O:16]. Starting materials: CC(C)OC(=O)N=NC(=O)OC(C)C, O=C1COC(=O)N1, C1CCOC1, OCC1CCN(c2nccc3ccccc23)CC1, c1ccc(P(c2ccccc2)c2ccccc2)cc1. Product: O=C1COC(=O)N1CC1CCN(c2nccc3ccccc23)CC1. As a reaction SMILES: [O:1]=[C:2]([O:3][CH:4]([CH3:5])[CH3:6])[N:7]=[N:8][C:9]([O:10][CH:11]([CH3:12])[CH3:13])=[O:14].[O:52]1[C:53](=[O:58])[NH:54][C:55](=[O:57])[CH2:56]1.[O:59]1[CH2:60][CH2:61][CH2:62][CH2:63]1.[c:15]1([N:25]2[CH2:26][CH2:27][CH:28]([CH2:31][OH:32])[CH2:29][CH2:30]2)[n:16][cH:17][cH:18][c:19]2[cH:20][cH:21][cH:22][cH:23][c:24]12.[c:33]1([P:34]([c:35]2[cH:36][cH:37][cH:38][cH:39][cH:40]2)[c:41]2[cH:42][cH:43][cH:44][cH:45][cH:46]2)[cH:47][cH:48][cH:49][cH:50][cH:51]1>>[c:15]1([N:25]2[CH2:26][CH2:27][CH:28]([CH2:31][N:54]3[C:53](=[O:58])[O:52][CH2:56][C:55]3=[O:57])[CH2:29][CH2:30]2)[n:16][cH:17][cH:18][c:19]2[cH:20][cH:21][cH:22][cH:23][c:24]12. Starting materials: solid, Cl.Cl.O1C=C(C=C2C1=CC=C2)C2N(CCCC2)CC[C@@H]2CC[C@H](CC2)N (trans-4-[2-(4-benzofuran-3-yl-piperidin-1-yl)-ethyl]-cyclohexylamine dihydrochloride), Cl.Cl.O1C=C(C=C2C1=CC=C2)C2N(CCCC2)CC[C@@H]2CC[C@H](CC2)N (trans-4-[2-(4-benzofuran-3-yl-piperidin-1-yl)-ethyl]-cyclohexylamine dihydrochloride), C(CCC)(=O)O (butyric acid). Product: O1C=C(C=C2C1=CC=C2)C2N(CCCC2)CC[C@@H]2CC[C@H](CC2)NC(CCC)=O (trans-N-{4-[2-(4-Benzofuran-3-yl-piperidin-1-yl)-ethyl]-cyclohexyl}-butyramide). As a reaction SMILES: Cl.Cl.[O:3]1[C:8]2=[CH:9][CH:10]=[CH:11][C:7]2=[CH:6][C:5]([CH:12]2[CH2:17][CH2:16][CH2:15][CH2:14][N:13]2[CH2:18][CH2:19][C@H:20]2[CH2:25][CH2:24][C@H:23]([NH2:26])[CH2:22][CH2:21]2)=[CH:4]1.[C:27](O)(=[O:31])[CH2:28][CH2:29][CH3:30]>>[O:3]1[C:8]2=[CH:9][CH:10]=[CH:11][C:7]2=[CH:6][C:5]([CH:12]2[CH2:17][CH2:16][CH2:15][CH2:14][N:13]2[CH2:18][CH2:19][C@H:20]2[CH2:21][CH2:22][C@H:23]([NH:26][C:27](=[O:31])[CH2:28][CH2:29][CH3:30])[CH2:24][CH2:25]2)=[CH:4]1 |f:0.1.2|. Procedure: The title compound, off-white solid (60 mg, 60%), MS (ISP) m/z=397.3 [(M+H)+], mp 155° C., was prepared in accordance with the general method of example 1 from trans-4-[2-(4-benzofuran-3-yl-piperidin-1-yl)-ethyl]-cyclohexylamine dihydrochloride (intermediate A) (100 mg, 0.25 mmol) and butyric acid.